From a dataset of the Open Reaction Database (ORD), a public repository of structured organic reaction records. describe an organic reaction: reactants, conditions, products, and yield Starting materials: C([O-])([O-])=O.[K+].[K+] (potassium carbonate), Cl (hydrochloric acid), N1C(=NC=C1)N1CCC2=CC(=CC=C12)[N+](=O)[O-] (1-(1H-imidazol-2-yl)-5-nitro-2,3-dihydro-1H-indole), CI (methyl iodide). The solvent is CN(C=O)C (dimethylformamide), C(C)(=O)OCC (ethyl acetate). Conditions: time 8 hour. The product is CN1C(=NC=C1)N1CCC2=CC(=CC=C12)[N+](=O)[O-] (1-(1-methyl-1H-imidazol-2-yl)-5-nitro-2,3-dihydro-1H-indole). RXN SMILES: [NH:1]1[CH:5]=[CH:4][N:3]=[C:2]1[N:6]1[C:14]2[C:9](=[CH:10][C:11]([N+:15]([O-:17])=[O:16])=[CH:12][CH:13]=2)[CH2:8][CH2:7]1.[C:18](=O)([O-])[O-].[K+].[K+].CI.Cl>CN(C)C=O.C(OCC)(=O)C>[CH3:18][N:1]1[CH:5]=[CH:4][N:3]=[C:2]1[N:6]1[C:14]2[C:9](=[CH:10][C:11]([N+:15]([O-:17])=[O:16])=[CH:12][CH:13]=2)[CH2:8][CH2:7]1 |f:1.2.3|. Procedure: 230 mg 1-(1H-imidazol-2-yl)-5-nitro-2,3-dihydro-1H-indole are dissolved in 6 ml dimethylformamide, combined with 200 mg potassium carbonate and 75 μl methyl iodide and stirred overnight at ambient temperature. The mixture is divided between ethyl acetate and 2 N hydrochloric acid and the aqueous phase is washed twice with dichloromethane. Then the pH of the aqueous phase is adjusted to 12 by the addition of 40% sodium hydroxide solution and it is extracted with dichloromethane. The organic phase...